Task: describe an organic reaction: reactants, conditions, products, and yield. Dataset: the Open Reaction Database (ORD), a public repository of structured organic reaction records The reactants are ClCCl, O=C(O)C1CC1, [Cl-], O, c1ccncc1, C#CC(O)c1ccc2ccccc2c1. Product: C#CC(OC(=O)C1CC1)c1ccc2ccccc2c1. Reaction SMILES: [CH2:29]([Cl:30])[Cl:31].[CH:22]1([C:25](=[O:26])[OH:27])[CH2:23][CH2:24]1.[Cl-:21].[OH2:28].[cH:15]1[cH:16][cH:17][n:18][cH:19][cH:20]1.[cH:1]1[c:2]([CH:11]([C:12]#[CH:13])[OH:14])[cH:3][cH:4][c:5]2[cH:6][cH:7][cH:8][cH:9][c:10]12>>[cH:1]1[c:2]([CH:11]([C:12]#[CH:13])[O:14][C:25]([CH:22]2[CH2:23][CH2:24]2)=[O:26])[cH:3][cH:4][c:5]2[cH:6][cH:7][cH:8][cH:9][c:10]12. Starting materials: O=[N+]([O-])c1cn(CC(CO)COc2ccc(I)cc2)c(Br)n1, [H-], [Na+]. Yields the product O=[N+]([O-])c1cn2c(n1)OCC(COc1ccc(I)cc1)C2. Reaction SMILES: [Br:1][c:2]1[n:3]([CH2:10][CH:11]([CH2:12][OH:13])[CH2:14][O:15][c:16]2[cH:17][cH:18][c:19]([I:22])[cH:20][cH:21]2)[cH:4][c:5]([N+:7](=[O:8])[O-:9])[n:6]1.[H-:24].[Na+:23]>>[c:2]12[n:3]([cH:4][c:5]([N+:7](=[O:8])[O-:9])[n:6]1)[CH2:10][CH:11]([CH2:14][O:15][c:16]1[cH:17][cH:18][c:19]([I:22])[cH:20][cH:21]1)[CH2:12][O:13]2. The reactants are COC1=C(C=CC=C1)C1=NC2=CC=CC=C2C(N1)=O (2-(2′-Methoxyphenyl)-4-quinazolinone), COC1=C(C=O)C=CC(=C1)OC (2,4-dimethoxybenzaldehyde). The product is COC1=C(C=CC(=C1)OC)C1=NC2=CC=CC=C2C(N1)=O (2-(2′,4′-Dimethoxyphenyl)-4-quinazolinone). The yield is 84.3%. As a reaction SMILES: [CH3:1][O:2][C:3]1[CH:8]=[CH:7][CH:6]=[CH:5][C:4]=1[C:9]1[NH:18][C:17](=[O:19])[C:16]2[C:11](=[CH:12][CH:13]=[CH:14][CH:15]=2)[N:10]=1.[CH3:20][O:21]C1C=C(OC)C=CC=1C=O>>[CH3:1][O:2][C:3]1[CH:8]=[C:7]([O:21][CH3:20])[CH:6]=[CH:5][C:4]=1[C:9]1[NH:18][C:17](=[O:19])[C:16]2[C:11](=[CH:12][CH:13]=[CH:14][CH:15]=2)[N:10]=1. Reported procedure: According to the preparation of 42, 2,4-dimethoxybenzaldehyde (37) (1.2 g, 7.3 mmol) was used to afford 46 (1.7 g, 84.3%) as pale yellow needles.